Dataset: the Open Reaction Database (ORD), a public repository of structured organic reaction records. Task: describe an organic reaction: reactants, conditions, products, and yield The reactants are C1CCCC2C(C3CCCC=C3C(C12)=O)=O (octahydro-anthraquinone), [H][H] (hydrogen). The reagents and catalysts are [Rh] (rhodium on carbon). The product is C1=CC=CC=2C(C3=CC=CC=C3C(C12)=O)=O (anthraquinone), C1CCCC2C(C3CCCC=C3C(C12)=O)=O (OHAQ). Isolated yield 62.0%. Reaction SMILES: [CH2:1]1[CH:14]2[CH:5]([C:6](=[O:16])[CH:7]3[C:12]([C:13]2=[O:15])=[CH:11][CH2:10][CH2:9][CH2:8]3)[CH2:4][CH2:3][CH2:2]1.[H][H]>[Rh]>[CH:8]1[C:7]2[C:6](=[O:16])[C:5]3[C:14](=[CH:1][CH:2]=[CH:3][CH:4]=3)[C:13](=[O:15])[C:12]=2[CH:11]=[CH:10][CH:9]=1.[CH2:4]1[CH:5]2[CH:14]([C:13](=[O:15])[CH:12]3[C:7]([C:6]2=[O:16])=[CH:8][CH2:9][CH2:10][CH2:11]3)[CH2:1][CH2:2][CH2:3]1. Reported procedure: The octahydro-anthraquinone (OHAQ) reaction is initially a highly exothermic and is immediately followed by the rapid elimination of hydrogen which has a pronounced cooling effect on the reaction system. Reaction times of less than 1 minute past the exotherm with a rhodium on carbon catalyst provided yields of 62 percent anthraquinone, along with isomerized OHAQ and isomerized THAQ. If the same reaction is conducted with palladium on a carbon support, a 75 percent yield of anthraquinone is obtai... Reactants: C(CCCC)=O (n-pentanal), crude product. Run in O (water). Yields the product C(CC)C(C=O)=CCCCC (2-propylheptenal). Reaction SMILES: [CH:1](=[O:6])[CH2:2][CH2:3][CH2:4][CH3:5]>O>[CH2:3]([C:2](=[CH:1][CH2:2][CH2:3][CH2:4][CH3:5])[CH:1]=[O:6])[CH2:4][CH3:5]. Procedure: The nitrogen present in the crude product leaves the gas separator 8 via line 9 together with an azeotrope containing water, n-pentanal and the products. The stream was cooled (cooler and separator are not shown in FIG. 1). At the separator an organic phase and an aqueous phase were formed. The organic phase was passed to the product separator 11. The aqueous phase was discarded.